This data is from the Open Reaction Database (ORD), a public repository of structured organic reaction records. The task is: describe an organic reaction: reactants, conditions, products, and yield The reactants are C(#N)CP(OCC)(OCC)=O (diethyl (cyanomethyl)phosphonate), [H-].[Na+] (sodium hydride), O (Water), CN1N=CC(=C1NC(C1=CC=CC=C1)(C1=CC=CC=C1)C1=CC=CC=C1)NC(C(CCNC(OC(C)(C)C)=O)=O)=O (tert-Butyl (4-{[1-methyl-5-(tritylamino)-1H-pyrazol-4-yl]amino}-3,4-dioxobutyl)carbamate). Run in O1CCCC1 (tetrahydrofuran). Run at time 45 minute. The product is C(#N)/C=C(\CCNC(OC(C)(C)C)=O)/C(=O)NC=1C=NN(C1NC(C1=CC=CC=C1)(C1=CC=CC=C1)C1=CC=CC=C1)C (tert-butyl [(3E)-4-cyano-3-({[1-methyl-5-(tritylamino)-1H-pyrazol-4-yl]amino}carbonyl)-3-buten-1-yl]carbamate). Yield: 67.7%. RXN SMILES: [C:1]([CH2:3]P(=O)(OCC)OCC)#[N:2].[H-].[Na+].[CH3:14][N:15]1[C:19]([NH:20][C:21]([C:34]2[CH:39]=[CH:38][CH:37]=[CH:36][CH:35]=2)([C:28]2[CH:33]=[CH:32][CH:31]=[CH:30][CH:29]=2)[C:22]2[CH:27]=[CH:26][CH:25]=[CH:24][CH:23]=2)=[C:18]([NH:40][C:41](=[O:54])[C:42](=O)[CH2:43][CH2:44][NH:45][C:46](=[O:52])[O:47][C:48]([CH3:51])([CH3:50])[CH3:49])[CH:17]=[N:16]1.O>O1CCCC1>[C:1](/[CH:3]=[C:42](/[C:41]([NH:40][C:18]1[CH:17]=[N:16][N:15]([CH3:14])[C:19]=1[NH:20][C:21]([C:22]1[CH:27]=[CH:26][CH:25]=[CH:24][CH:23]=1)([C:28]1[CH:33]=[CH:32][CH:31]=[CH:30][CH:29]=1)[C:34]1[CH:39]=[CH:38][CH:37]=[CH:36][CH:35]=1)=[O:54])\[CH2:43][CH2:44][NH:45][C:46](=[O:52])[O:47][C:48]([CH3:49])([CH3:51])[CH3:50])#[N:2] |f:1.2|. Procedure details: To a stirred solution of diethyl (cyanomethyl)phosphonate (704 mg) in tetrahydrofuran (20 ml) was added sodium hydride (159 mg, 60% oil suspension) under ice-cooling. The mixture was stirred for 45 minutes with warming to room temperature. tert-Butyl (4-{[1-methyl-5-(tritylamino)-1H-pyrazol-4-yl]amino}-3,4-dioxobutyl)carbamate (2 g) was added to the mixture, and the whole mixture was stirred at room temperature for 2 hours. Water was added to the mixture, and the whole mixture was extracted with... Starting materials: CI, [H-], O=c1[nH]c2cc([N+](=O)[O-])ccc2o1, [Na+], CN(C)C=O. The product is Cn1c(=O)oc2ccc([N+](=O)[O-])cc21. As a reaction SMILES: [CH3:16][I:17].[H-:15].[N+:1](=[O:2])([O-:3])[c:4]1[cH:5][cH:6][c:7]2[c:8]([nH:9][c:10](=[O:12])[o:11]2)[cH:13]1.[Na+:14].[O:18]=[CH:19][N:20]([CH3:21])[CH3:22]>>[N+:1](=[O:2])([O-:3])[c:4]1[cH:5][cH:6][c:7]2[c:8]([n:9]([CH3:16])[c:10](=[O:12])[o:11]2)[cH:13]1. Starting materials: C(C1=CC=CC=C1)(C1=CC=CC=C1)OC(=O)C=1N2C(C(C2SCC1C1=CN=C(S1)N(C)C)NC(CC=1SC=CC1)=O)=O (2-Benzhydryloxycarbonyl-3-(2-dimethylamino-thiazol-5-yl)-8-oxo-7-(thien-2-yl-acetamido)-5-thia-1-azabicyclo[4.2.0]oct-2-ene). Solvent: C(=O)O (formic acid). Yields the product C(=O)(O)C=1N2C(C(C2SCC1C1=CN=C(S1)N(C)C)NC(CC=1SC=CC1)=O)=O (2-carboxy-3-(2-dimethylamino-thiazol-5-yl)-8-oxo-7-(thien-2-yl-acetamido)-5-thia-1-azabicyclo[4.2.0]oct-2-ene). Yield: 59.9%. As a reaction SMILES: C([O:14][C:15]([C:17]1[N:18]2[CH:21]([S:22][CH2:23][C:24]=1[C:25]1[S:29][C:28]([N:30]([CH3:32])[CH3:31])=[N:27][CH:26]=1)[CH:20]([NH:33][C:34](=[O:41])[CH2:35][C:36]1[S:37][CH:38]=[CH:39][CH:40]=1)[C:19]2=[O:42])=[O:16])(C1C=CC=CC=1)C1C=CC=CC=1>C(O)=O>[C:15]([C:17]1[N:18]2[CH:21]([S:22][CH2:23][C:24]=1[C:25]1[S:29][C:28]([N:30]([CH3:31])[CH3:32])=[N:27][CH:26]=1)[CH:20]([NH:33][C:34](=[O:41])[CH2:35][C:36]1[S:37][CH:38]=[CH:39][CH:40]=1)[C:19]2=[O:42])([OH:16])=[O:14]. Procedure details: 2-Benzhydryloxycarbonyl-3-(2-dimethylamino-thiazol-5-yl)-8-oxo-7-(thien-2-yl-acetamido)-5-thia-1-azabicyclo[4.2.0]oct-2-ene (2.4 g) is treated with formic acid (25 cc) in accordance with the working method described in Example 17, and 2-carboxy-3-(2-dimethylamino-thiazol-5-yl)-8-oxo-7-(thien-2-yl-acetamido)-5-thia-1-azabicyclo[4.2.0]oct-2-ene (1.05 g) is obtained, as the inner salt, in the form of a yellow solid. Reactants: CN([C@@H]1[C@H]2[C@@H](C[C@@H]1CC2)OC(C(C=2SC=CC2)(C=2SC=CC2)O)=O)CCCCCCCCC=O (hydroxy-di-thiophen-2-yl-acetic acid (1S,2R,4S,7S)-7-[methyl-(9-oxo-nonyl)amino]bicyclo[2.2.1]hept-2-yl ester), NC[C@H](O[Si](C)(C)C(C)(C)C)C1=C2C=CC(NC2=C(C=C1)O)=O (5-[(R)-2-amino-1-(tert-butyldimethylsilanyloxy)ethyl]-8-hydroxy-1H-quinolin-2-one), C(C)(=O)O[BH-](OC(C)=O)OC(C)=O.[Na+] (sodium triacetoxyborohydride). Reagents/catalysts: C(C)(=O)O (acetic acid). Run in ClCCCl (1,2-dichloroethane). Run at time 8 hour. The product is C(C)(C)(C)[Si](O[C@@H](CNCCCCCCCCCN([C@@H]1[C@H]2[C@@H](C[C@@H]1CC2)OC(C(C=2SC=CC2)(C=2SC=CC2)O)=O)C)C2=C1C=CC(NC1=C(C=C2)O)=O)(C)C (Hydroxy-di-thiophen-2-yl-acetic acid (1S,2R,4S,7S)-7-({9-[(R)-2-(tert-butyldimethyl-silanyloxy)-2-(8-hydroxy-2-oxo-1,2-dihydroquinolin-5-yl)ethylamino]nonyl}methyl-amino)bicyclo[2.2.1]hept-2-yl ester). Reaction SMILES: [CH3:1][N:2]([CH2:25][CH2:26][CH2:27][CH2:28][CH2:29][CH2:30][CH2:31][CH2:32][CH:33]=O)[C@H:3]1[C@H:7]2[CH2:8][CH2:9][C@@H:4]1[C@H:5]([O:10][C:11](=[O:24])[C:12]([OH:23])([C:18]1[S:19][CH:20]=[CH:21][CH:22]=1)[C:13]1[S:14][CH:15]=[CH:16][CH:17]=1)[CH2:6]2.[NH2:35][CH2:36][C@@H:37]([C:46]1[CH:55]=[CH:54][C:53]([OH:56])=[C:52]2[C:47]=1[CH:48]=[CH:49][C:50](=[O:57])[NH:51]2)[O:38][Si:39]([C:42]([CH3:45])([CH3:44])[CH3:43])([CH3:41])[CH3:40].C(O[BH-](OC(=O)C)OC(=O)C)(=O)C.[Na+]>C(O)(=O)C.ClCCCl>[C:42]([Si:39]([CH3:41])([CH3:40])[O:38][C@H:37]([C:46]1[CH:55]=[CH:54][C:53]([OH:56])=[C:52]2[C:47]=1[CH:48]=[CH:49][C:50](=[O:57])[NH:51]2)[CH2:36][NH:35][CH2:33][CH2:32][CH2:31][CH2:30][CH2:29][CH2:28][CH2:27][CH2:26][CH2:25][N:2]([CH3:1])[C@H:3]1[C@H:7]2[CH2:8][CH2:9][C@@H:4]1[C@H:5]([O:10][C:11](=[O:24])[C:12]([OH:23])([C:18]1[S:19][CH:20]=[CH:21][CH:22]=1)[C:13]1[S:14][CH:15]=[CH:16][CH:17]=1)[CH2:6]2)([CH3:45])([CH3:44])[CH3:43] |f:2.3|. Procedure: A mixture of hydroxy-di-thiophen-2-yl-acetic acid (1S,2R,4S,7S)-7-[methyl-(9-oxo-nonyl)amino]bicyclo[2.2.1]hept-2-yl ester (max 0.73 mmol), 5-[(R)-2-amino-1-(tert-butyldimethylsilanyloxy)ethyl]-8-hydroxy-1H-quinolin-2-one (245 mg, 0.73 mmol), sodium triacetoxyborohydride (186 mg, 0.88 mmol), and acetic acid (2 drops) in dry 1,2-dichloroethane was stirred at ambient temperature overnight. The reaction mixture was partitioned between DCM and satd NaHCO3 (aq). The organic layer was dried (Na2SO4), ... Reactants: N1CCCCC1 (piperidine), ClC=1C=CC(=C(C#N)C1)[N+](=O)[O-] (5-chloro-2-nitrobenzonitrile), O (water). Solvent: CN(C=O)C (dimethylformamide). Conditions: temperature 50 celsius, time 30 minute. Product: [N+](=O)([O-])C1=C(C#N)C=C(C=C1)N1CCCCC1 (2-nitro-5-piperidinobenzonitrile). As a reaction SMILES: Cl[C:2]1[CH:3]=[CH:4][C:5]([N+:10]([O-:12])=[O:11])=[C:6]([CH:9]=1)[C:7]#[N:8].[NH:13]1[CH2:18][CH2:17][CH2:16][CH2:15][CH2:14]1.O>CN(C)C=O>[N+:10]([C:5]1[CH:4]=[CH:3][C:2]([N:13]2[CH2:18][CH2:17][CH2:16][CH2:15][CH2:14]2)=[CH:9][C:6]=1[C:7]#[N:8])([O-:12])=[O:11]. Procedure details: 63.9 g of 5-chloro-2-nitrobenzonitrile was dissolved in 200 ml of dimethylformamide, and 95 ml of piperidine was added to the solution. The mixture was stirred at 50° C. for 30 minutes while externally cooling because of heat generation. The reaction mixture was poured into water, and the precipitate thus formed was collected, washed with water and then with methanol, and dried to obtain 80 g of 2-nitro-5-piperidinobenzonitrile (melting point: 126°-127° C.).